This data is from the Open Reaction Database (ORD), a public repository of structured organic reaction records. The task is: describe an organic reaction: reactants, conditions, products, and yield The product is CC1(C)C(=O)Nc2cc(Nc3nc(NCC(F)F)c4occc4n3)ccc21. RXN SMILES: [C:1](=[O:2])([O-:3])[O-:4].[CH3:35][CH2:36][O:37][CH2:38][CH3:39].[Cl:7][c:8]1[n:9][c:10]([NH:17][CH2:18][CH:19]([F:20])[F:21])[c:11]2[c:12]([n:13]1)[cH:14][cH:15][o:16]2.[Cs+:5].[Cs+:6].[NH2:22][c:23]1[cH:24][cH:25][c:26]2[c:30]([cH:31]1)[NH:29][C:28](=[O:32])[C:27]2([CH3:33])[CH3:34].[O:42]=[C:43]([CH:44]=[CH:45][c:46]1[cH:47][cH:48][cH:49][cH:50][cH:51]1)[CH:52]=[CH:53][c:54]1[cH:55][cH:56][cH:57][cH:58][cH:59]1.[O:60]=[C:61]([CH:62]=[CH:63][c:64]1[cH:65][cH:66][cH:67][cH:68][cH:69]1)[CH:70]=[CH:71][c:72]1[cH:73][cH:74][cH:75][cH:76][cH:77]1.[O:78]=[C:79]([CH:80]=[CH:81][c:82]1[cH:83][cH:84][cH:85][cH:86][cH:87]1)[CH:88]=[CH:89][c:90]1[cH:91][cH:92][cH:93][cH:94][cH:95]1.[Pd:40].[Pd:41]>>[c:8]1([NH:22][c:23]2[cH:24][cH:25][c:26]3[c:30]([cH:31]2)[NH:29][C:28](=[O:32])[C:27]3([CH3:33])[CH3:34])[n:9][c:10]([NH:17][CH2:18][CH:19]([F:20])[F:21])[c:11]2[c:12]([n:13]1)[cH:14][cH:15][o:16]2. Starting materials: O=C([O-])[O-], CCOCC, FC(F)CNc1nc(Cl)nc2ccoc12, [Cs+], [Cs+], CC1(C)C(=O)Nc2cc(N)ccc21, O=C(C=Cc1ccccc1)C=Cc1ccccc1, O=C(C=Cc1ccccc1)C=Cc1ccccc1, O=C(C=Cc1ccccc1)C=Cc1ccccc1, [Pd], [Pd]. Starting materials: [OH-].[K+] (potassium hydroxide), COC(C(C=1C=C2CC(CC2=CC1)C(C)C)(C)O)=O (α-hydroxy-2-isopropyl-α-methyl-5-indanacetic acid methyl ester). Run in O (water), CO (methanol). Yields the product C(C)(C)C1CC2=CC=C(C=C2C1)C(C(=O)O)C (2-isopropyl-α-methyl-5-indanacetic acid). Reaction SMILES: [OH-].[K+].C[O:4][C:5](=[O:21])[C:6](O)([CH3:19])[C:7]1[CH:8]=[C:9]2[C:13](=[CH:14][CH:15]=1)[CH2:12][CH:11]([CH:16]([CH3:18])[CH3:17])[CH2:10]2>O.CO>[CH:16]([CH:11]1[CH2:10][C:9]2[C:13](=[CH:14][CH:15]=[C:7]([CH:6]([CH3:19])[C:5]([OH:21])=[O:4])[CH:8]=2)[CH2:12]1)([CH3:18])[CH3:17] |f:0.1|. Procedure: A solution of 26.6 g of potassium hydroxide in 50 cc of water is added to a solution of 41.5 g of crude α-hydroxy-2-isopropyl-α-methyl-5-indanacetic acid methyl ester in 500 cc of methanol, and the mixture is boiled at reflux for 11/2 hours. The solution is concentrated, diluted with water and extracted with ether in order to remove the neutral components. The aqueous phase is then acidified with hydrochloric acid, extracted with ether, the ether extract is washed with water, dried over sodium s... Reactants: CCOCC, CC(C)c1cccc(C(C)C)c1N, O=C=NS(=O)(=O)Cl. Product: CC(C)c1cccc(C(C)C)c1NC(=O)NS(=O)(=O)Cl. RXN SMILES: [CH3:21][CH2:22][O:23][CH2:24][CH3:25].[CH:8]([CH3:9])([CH3:10])[c:11]1[c:12]([NH2:13])[c:14]([CH:18]([CH3:19])[CH3:20])[cH:15][cH:16][cH:17]1.[Cl:1][S:2](=[O:3])(=[O:4])[N:5]=[C:6]=[O:7]>>[Cl:1][S:2](=[O:3])(=[O:4])[NH:5][C:6](=[O:7])[NH:13][c:12]1[c:11]([CH:8]([CH3:9])[CH3:10])[cH:17][cH:16][cH:15][c:14]1[CH:18]([CH3:19])[CH3:20]. Starting materials: ClC1=CC=C(C(=O)CCC(=O)O)C=C1 (3-(4-chlorobenzoyl) propanoic acid), C([O-])([O-])=O.[Na+].[Na+] (sodium carbonate), Cl[Si](C)(C)C (chlorotrimethylsilane), CN(C1(CCC(CC1)N)C1=CC=CC=C1)C (N,N-dimethyl-1-phenylcyclohexane-1,4-diamine), CC(C)N=C=NC(C)C (N,N-diisopropylcarbodiimide), ON1N=NC2=C1C=CC=C2 (1-hydroxybenzotriazole), ClC1=CC=C(C=C1)C(CCC(=O)NC1CCC(CC1)(C1=CC=CC=C1)N(C)C)=O (4-(4-chloro-phenyl)-N-(4-dimethylamino-4-phenylcyclohexyl)-4-oxobutyramide), Cl (hydrochloride). Solvent: C(C)OC(C)=O (ethylacetate), C(C)OC(C)=O.C1CCOC1 (ethylacetate THF), O (water), CN(C)C=O (DMF). Conditions: time 3 hour. Product: Cl.ClC1=CC=C(C=C1)C(CCC(=O)NC1CCC(CC1)(C1=CC=CC=C1)N(C)C)=O (4-(4-chloro-phenyl)-N-(4-dimethylamino-4-phenylcyclohexyl)-4-oxobutyramide hydrochloride). RXN SMILES: [Cl:1]C1C=CC(C(CCC(O)=O)=O)=CC=1.[CH3:15][N:16]([CH3:30])[C:17]1([C:24]2[CH:29]=[CH:28][CH:27]=[CH:26][CH:25]=2)[CH2:22][CH2:21][CH:20]([NH2:23])[CH2:19][CH2:18]1.CC(N=C=NC(C)C)C.ON1C2C=CC=CC=2N=N1.C(=O)([O-])[O-].[Na+].[Na+].Cl.[Cl:57][C:58]1[CH:63]=[CH:62][C:61]([C:64](=[O:85])[CH2:65][CH2:66][C:67](NC2CCC(N(C)C)(C3C=CC=CC=3)CC2)=[O:68])=[CH:60][CH:59]=1.Cl[Si](C)(C)C>CN(C=O)C.C(OC(=O)C)C.O.C(OC(=O)C)C.C1COCC1>[ClH:1].[Cl:57][C:58]1[CH:59]=[CH:60][C:61]([C:64](=[O:85])[CH2:65][CH2:66][C:67]([NH:23][CH:20]2[CH2:21][CH2:22][C:17]([N:16]([CH3:30])[CH3:15])([C:24]3[CH:29]=[CH:28][CH:27]=[CH:26][CH:25]=3)[CH2:18][CH2:19]2)=[O:68])=[CH:62][CH:63]=1 |f:4.5.6,13.14,15.16|. Procedure details: As described for Example 61, 310 mg 3-(4-chlorobenzoyl) propanoic acid dissolved in 1.6 ml DMF were added to 350 mg of the polar diastereoisomer of N,N-dimethyl-1-phenylcyclohexane-1,4-diamine, 230 [L N,N-diisopropylcarbodiimide and 200 μg 1-hydroxybenzotriazole (HOBt) at 0° C. and while stirring. After three hours at this temperature, the mixture was stirred overnight while heating to room temperature. For working up, one-molar sodium carbonate solution was added (pH>10) and the crude product (...